This data is from the Open Reaction Database (ORD), a public repository of structured organic reaction records. The task is: describe an organic reaction: reactants, conditions, products, and yield Starting materials: [F-].C(CCC)[N+](CCCC)(CCCC)CCCC (tetrabutylammonium fluoride), C[Si](C)(C)[N-][Si](C)(C)C.[Li+] (lithium bis(trimethylsilyl)amide), BrC=1C=C(C(=NC1)C1=CCC2(OCCO2)CC1)C (5-bromo-2-(1,4-dioxaspiro[4,5]decane-7-ene-8-yl)-3-methylpyridine), F[B-](F)(F)F.C(C)(C)(C)P(C(C)(C)C)C(C)(C)C (tri-tert-butylphosphine tetrafluoroborate). Reagents/catalysts: [Pd].C(C1=CC=CC=C1)=CC(=O)C=CC1=CC=CC=C1.C(C1=CC=CC=C1)=CC(=O)C=CC1=CC=CC=C1 (bis(dibenzylideneacetone) palladium (0)). Run in O1CCCC1 (tetrahydrofuran), O (water), C1(=CC=CC=C1)C (toluene), C1(=CC=CC=C1)C (Toluene). Reaction conditions: temperature 70 celsius, time 2 hour. Product: O1CCOC12CC=C(CC2)C2=C(C=C(C=N2)N)C (6-(1,4-dioxaspiro[4,5]decan-7-en-8-yl)-5-methylpyridin-3-amine). RXN SMILES: C[Si]([N-][Si](C)(C)C)(C)C.[Li+].Br[C:12]1[CH:13]=[C:14]([CH3:28])[C:15]([C:18]2[CH2:27][CH2:26][C:21]3([O:25][CH2:24][CH2:23][O:22]3)[CH2:20][CH:19]=2)=[N:16][CH:17]=1.F[B-](F)(F)F.C(P(C(C)(C)C)C(C)(C)C)(C)(C)C.[F-].C([N+:52](CCCC)(CCCC)CCCC)CCC>C1(C)C=CC=CC=1.[Pd].C(=CC(C=CC1C=CC=CC=1)=O)C1C=CC=CC=1.C(=CC(C=CC1C=CC=CC=1)=O)C1C=CC=CC=1.O.O1CCCC1>[O:25]1[C:21]2([CH2:26][CH2:27][C:18]([C:15]3[N:16]=[CH:17][C:12]([NH2:52])=[CH:13][C:14]=3[CH3:28])=[CH:19][CH2:20]2)[O:22][CH2:23][CH2:24]1 |f:0.1,3.4,5.6,8.9.10|. Procedure details: 1.0M Toluene-solution of lithium bis(trimethylsilyl)amide (13.4 ml) was added at room temperature under nitrogen atmosphere to a solution of 5-bromo-2-(1,4-dioxaspiro[4,5]decane-7-ene-8-yl)-3-methylpyridine (2.78 g) of Reference Example 105, bis(dibenzylideneacetone) palladium (0) (258 mg) and tri-tert-butylphosphine tetrafluoroborate (130 mg) in toluene (12 ml), and stirred at 70° C. for two hours. Then, the reaction solution was cooled to room temperature, 1.0M tetrahydrofuran-solution of tetr...